Dataset: the Open Reaction Database (ORD), a public repository of structured organic reaction records. Task: describe an organic reaction: reactants, conditions, products, and yield The reactants are OC(CCCCCNC1=CC=C(C(=O)OCC)C=C1)CCCCCCCCCC (ethyl 4-(6-hydroxyhexadecylamino)benzoate), N1=CC=CC=C1 (pyridine), S(=O)(Cl)Cl (thionyl chloride). The solvent is C(Cl)(Cl)Cl (chloroform). Yields the product ClC(CCCCCNC1=CC=C(C(=O)OCC)C=C1)CCCCCCCCCC (ethyl 4-(6-chlorohexadecylamino)benzoate). Reaction SMILES: O[CH:2]([CH2:20][CH2:21][CH2:22][CH2:23][CH2:24][CH2:25][CH2:26][CH2:27][CH2:28][CH3:29])[CH2:3][CH2:4][CH2:5][CH2:6][CH2:7][NH:8][C:9]1[CH:19]=[CH:18][C:12]([C:13]([O:15][CH2:16][CH3:17])=[O:14])=[CH:11][CH:10]=1.N1C=CC=CC=1.S(Cl)([Cl:38])=O>C(Cl)(Cl)Cl>[Cl:38][CH:2]([CH2:20][CH2:21][CH2:22][CH2:23][CH2:24][CH2:25][CH2:26][CH2:27][CH2:28][CH3:29])[CH2:3][CH2:4][CH2:5][CH2:6][CH2:7][NH:8][C:9]1[CH:19]=[CH:18][C:12]([C:13]([O:15][CH2:16][CH3:17])=[O:14])=[CH:11][CH:10]=1. Procedure details: A solution of 10 g. of ethyl 4-(6-hydroxyhexadecylamino)benzoate and 2.4 ml. of pyridine in 50 ml. of chloroform is treated with 2.0 ml. of thionyl chloride, stirred under reflux for 1 hour, washed with 1 N hydrochloric acid and saturated aqueous sodium bicarbonate, dried over magnesium sulfate, and evaporated. The residue is crystallized from aqueous ethanol to yield the product as a white solid. The reactants are ClC1=CC=C(C=C1)[C@H]1C[C@]12C(NC1=CC=CC=C21)=O ((1S,2R)-2-(4-chlorophenyl)spiro[cyclopropane-1,3′-indolin]-2′-one), C[Si](C)(C)[N-][Si](C)(C)C.[K+] (KHMDS), O (water), C(CBr)Br (ethylene dibromide). Solvent: CN(C)C=O (DMF). Run at temperature 50 celsius. The product is BrCCN1C([C@@]2(C3=CC=CC=C13)[C@@H](C2)C2=CC=C(C=C2)Cl)=O ((1R,2S)-1′-(2-bromoethyl)-2-(4-chlorophenyl)spiro[cyclopropane-1,3′-indolin]-2′-one). Isolated yield 40.6%. Reaction SMILES: [Cl:1][C:2]1[CH:7]=[CH:6][C:5]([C@@H:8]2[C@:10]3([C:18]4[C:13](=[CH:14][CH:15]=[CH:16][CH:17]=4)[NH:12][C:11]3=[O:19])[CH2:9]2)=[CH:4][CH:3]=1.C[Si]([N-][Si](C)(C)C)(C)C.[K+].[CH2:30](Br)[CH2:31][Br:32].O>CN(C=O)C>[Br:32][CH2:31][CH2:30][N:12]1[C:13]2[C:18](=[CH:17][CH:16]=[CH:15][CH:14]=2)[C@:10]2([CH2:9][C@H:8]2[C:5]2[CH:4]=[CH:3][C:2]([Cl:1])=[CH:7][CH:6]=2)[C:11]1=[O:19] |f:1.2|. Reported procedure: To a solution of (1R,2S) and (1S,2R)-2-(4-chlorophenyl)spiro[cyclopropane-1,3′-indolin]-2′-one (173 mg, 0.64 m mol) in DMF (2 mL) was added KHMDS (0.5 M, 1.4 mL) dropwise at room temperature. The mixture was stirred for half an hour before adding ethylene dibromide (300 mg, 1.6 mmol). The mixture was warmed to 50° C. and stirred at that temperature for 14 hours. The mixture was poured into water, extracted with ethyl acetate (3×15 mL), dried and concentrated under reduced pressure. The residue w... Reactants: CC1=C(C(=NO1)C1=NC=CC=C1)CCC=1SC(=CN1)C(=O)O (2-[2-(5-methyl-3-pyridin-2-yl-isoxazol-4-yl)-ethyl]-thiazole-5-carboxylic acid), C(O)CN (ethanolamine). Yields the product OCCNC(=O)C1=CN=C(S1)CCC=1C(=NOC1C)C1=NC=CC=C1 (2-[2-(5-Methyl-3-pyridin-2-yl-isoxazol-4-yl)-ethyl]-thiazole-5-carboxylic acid (2-hydroxy-ethyl)-amide). Yield: 35.0%. As a reaction SMILES: [CH3:1][C:2]1[O:6][N:5]=[C:4]([C:7]2[CH:12]=[CH:11][CH:10]=[CH:9][N:8]=2)[C:3]=1[CH2:13][CH2:14][C:15]1[S:16][C:17]([C:20]([OH:22])=O)=[CH:18][N:19]=1.[CH2:23]([CH2:25][NH2:26])[OH:24]>>[OH:24][CH2:23][CH2:25][NH:26][C:20]([C:17]1[S:16][C:15]([CH2:14][CH2:13][C:3]2[C:4]([C:7]3[CH:12]=[CH:11][CH:10]=[CH:9][N:8]=3)=[N:5][O:6][C:2]=2[CH3:1])=[N:19][CH:18]=1)=[O:22]. Reported procedure: As described for example 22b, 2-[2-(5-methyl-3-pyridin-2-yl-isoxazol-4-yl)-ethyl]-thiazole-5-carboxylic acid (73 mg, 0.23 mmol) was converted, using ethanolamine instead of isopropylamine, to the title compound (29 mg, 35%) which was obtained as a white solid MS: m/e=359.1 [M+H]+. The reactants are CC(C)(C)OC(=O)NC1CCCCC1N=[N+]=[N-], CO. Yields the product CC(C)(C)OC(=O)NC1CCCCC1N. RXN SMILES: [C:1]([CH3:2])([CH3:3])([CH3:4])[O:5][C:6]([NH:7][CH:8]1[CH:9]([N:14]=[N+:15]=[N-:16])[CH2:10][CH2:11][CH2:12][CH2:13]1)=[O:17].[CH3:18][OH:19]>>[C:1]([CH3:2])([CH3:3])([CH3:4])[O:5][C:6]([NH:7][CH:8]1[CH:9]([NH2:14])[CH2:10][CH2:11][CH2:12][CH2:13]1)=[O:17]. The reactants are [C@@H]1(CC[C@@H](CO)O1)N1C(=O)NC(=O)C=C1 (2',3'-dideoxy-uridine), [C@@H]1(CC[C@@H](CO)O1)N1C(=O)NC(=O)C=C1 (2',3'-dideoxy-uridine), O (water), P12(=S)SP3(=S)SP(=S)(S1)SP(=S)(S2)S3 (phosphorus pentasulfide), O (water), P12(=S)SP3(=S)SP(=S)(S1)SP(=S)(S2)S3 (phosphorus pentasulfide), P12(=S)SP3(=S)SP(=S)(S1)SP(=S)(S2)S3 (phosphorus pentasulfide), O (water). Solvent: N1=CC=CC=C1 (pyridine). The product is [C@@H]1(CC[C@@H](CO)O1)N1C(=O)NC(=S)C=C1 (2',3'-dideoxy-4-thiouridine). Yield: 95.0%. RXN SMILES: [C@@H:1]1([N:8]2[CH:15]=[CH:14][C:12](=O)[NH:11][C:9]2=[O:10])[O:7][C@H:4]([CH2:5][OH:6])[CH2:3][CH2:2]1.P12(SP3(SP(SP(S3)(S1)=S)(=S)S2)=S)=[S:17].O>N1C=CC=CC=1>[C@@H:1]1([N:8]2[CH:15]=[CH:14][C:12](=[S:17])[NH:11][C:9]2=[O:10])[O:7][C@H:4]([CH2:5][OH:6])[CH2:3][CH2:2]1. Procedure: When the 2',3'-dideoxy-uridine derivatives being raw materials in the invention are allowed to react with phosphorus pentasulfide in pyridine solvent, the amount of phosphorus pentasulfide is desirable to be not less than 0.5 times mol, preferably 1 to 2 times mol to 2',3'-dideoxy-uridine derivatives. In order to raise the yield of reaction further, it is preferable to add water to the reaction system and the amount of water to be added therefor is preferable to be 0.5 times mol to equivalent mo... Starting materials: COC=1C=C(C=CC1OC)C1=NNC(SC1)=O (5-(3,4-dimethoxyphenyl)-3,6-dihydro-1,3,4-thiadiazin-2-one), [N+](=O)([O-])C1=CC=C(CCl)C=C1 (4-nitrobenzyl chloride). Product: [N+](=O)([O-])C1=CC=C(CN2C(SCC(=N2)C2=CC(=C(C=C2)OC)OC)=O)C=C1 (3-(4-nitrobenzyl)-5-(3,4-dimethoxyphenyl)-3,6-dihydro-1,3,4-thiadiazin-2-one). As a reaction SMILES: [CH3:1][O:2][C:3]1[CH:4]=[C:5]([C:11]2[CH2:16][S:15][C:14](=[O:17])[NH:13][N:12]=2)[CH:6]=[CH:7][C:8]=1[O:9][CH3:10].[N+:18]([C:21]1[CH:28]=[CH:27][C:24]([CH2:25]Cl)=[CH:23][CH:22]=1)([O-:20])=[O:19]>>[N+:18]([C:21]1[CH:28]=[CH:27][C:24]([CH2:25][N:13]2[N:12]=[C:11]([C:5]3[CH:6]=[CH:7][C:8]([O:9][CH3:10])=[C:3]([O:2][CH3:1])[CH:4]=3)[CH2:16][S:15][C:14]2=[O:17])=[CH:23][CH:22]=1)([O-:20])=[O:19]. Procedure details: In analogy to Example 1, the reaction of 5-(3,4-dimethoxyphenyl)-3,6-dihydro-1,3,4-thiadiazin-2-one ("B") with 4-nitrobenzyl chloride gives 3-(4-nitrobenzyl)-5-(3,4-dimethoxyphenyl)-3,6-dihydro-1,3,4-thiadiazin-2-one, m.p. 155°. The reactants are [BH4-], O=Cc1ccccc1Br, CO, ClCCl, CCCC(N)CCC, [Na+], [Na+], [Na+], O=S(=O)([O-])[O-]. Product: CCCC(CCC)NCc1ccccc1Br. Reaction SMILES: [BH4-:25].[Br:1][c:2]1[c:3]([CH:4]=[O:5])[cH:6][cH:7][cH:8][cH:9]1.[CH3:30][OH:31].[Cl:27][CH2:28][Cl:29].[NH2:17][CH:18]([CH2:19][CH2:20][CH3:21])[CH2:22][CH2:23][CH3:24].[Na+:10].[Na+:11].[Na+:26].[O-:12][S:13](=[O:14])(=[O:15])[O-:16]>>[Br:1][c:2]1[c:3]([CH2:4][NH:17][CH:18]([CH2:19][CH2:20][CH3:21])[CH2:22][CH2:23][CH3:24])[cH:6][cH:7][cH:8][cH:9]1. Starting materials: CC=1N=CNC1 (4-methylimidazole), C(C)OC=1C=C(C=O)C=CC1F (3-ethoxy-4-fluorobenzaldehyde). Solvent: CN(C)C=O (DMF). Run at temperature 150 celsius, time 4 hour. Product: C(C)OC=1C=C(C=O)C=CC1N1C=NC(=C1)C (3-ethoxy-4-(4-methyl-1H-imidazol-1-yl)benzaldehyde). The yield is 17.5%. Reaction SMILES: [CH3:1][C:2]1[N:3]=[CH:4][NH:5][CH:6]=1.[CH2:7]([O:9][C:10]1[CH:11]=[C:12]([CH:15]=[CH:16][C:17]=1F)[CH:13]=[O:14])[CH3:8]>CN(C=O)C>[CH2:7]([O:9][C:10]1[CH:11]=[C:12]([CH:15]=[CH:16][C:17]=1[N:5]1[CH:6]=[C:2]([CH3:1])[N:3]=[CH:4]1)[CH:13]=[O:14])[CH3:8]. Procedure: 4-methylimidazole (244 mg) was added to a DMF (3 mL) solution of 3-ethoxy-4-fluorobenzaldehyde (250 mg) obtained above, and the reaction solution was agitated at 150° C. for 4 hours. The reaction solution was concentrated as it was after the reaction ended, water and ethyl acetate were added to the obtained reaction residue, and the organic layer was separated. The obtained organic layer was washed with a saturated sodium chloride solution, and the solvent was evaporated under reduced pressure a... Reactants: BrC=1C=C2C(=NC1)N(N=C2CO)C(C2=CC=CC=C2)(C2=CC=CC=C2)C2=CC=CC=C2 ((5-bromo-1-trityl-1H-pyrazolo[3,4-b]pyridin-3-yl)methanol), [K+].[Br-] (KBr), KHCO3, [O-]Cl.[Na+] (NaClO), [O-]S(=O)(=S)[O-].[Na+].[Na+] (Na2S2O3). The reagents and catalysts are CC1(CCCC(N1[O])(C)C)C (TEMPO). Run in C(Cl)Cl (DCM), O (water), O (water), O (water). Run at temperature 0 celsius, time 30 minute. The product is BrC=1C=C2C(=NC1)N(N=C2C=O)C(C2=CC=CC=C2)(C2=CC=CC=C2)C2=CC=CC=C2 (5-bromo-1-trityl-1H-pyrazolo[3,4-b]pyridine-3-carbaldehyde). Yield: 80.7%. Reaction SMILES: [Br:1][C:2]1[CH:3]=[C:4]2[C:10]([CH2:11][OH:12])=[N:9][N:8]([C:13]([C:26]3[CH:31]=[CH:30][CH:29]=[CH:28][CH:27]=3)([C:20]3[CH:25]=[CH:24][CH:23]=[CH:22][CH:21]=3)[C:14]3[CH:19]=[CH:18][CH:17]=[CH:16][CH:15]=3)[C:5]2=[N:6][CH:7]=1.[K+].[Br-].[O-]Cl.[Na+].[O-]S([O-])(=S)=O.[Na+].[Na+]>C(Cl)Cl.O.CC1(C)N([O])C(C)(C)CCC1>[Br:1][C:2]1[CH:3]=[C:4]2[C:10]([CH:11]=[O:12])=[N:9][N:8]([C:13]([C:20]3[CH:25]=[CH:24][CH:23]=[CH:22][CH:21]=3)([C:14]3[CH:15]=[CH:16][CH:17]=[CH:18][CH:19]=3)[C:26]3[CH:31]=[CH:30][CH:29]=[CH:28][CH:27]=3)[C:5]2=[N:6][CH:7]=1 |f:1.2,3.4,5.6.7,^1:51|. Reported procedure: To a solution of (5-bromo-1-trityl-1H-pyrazolo[3,4-b]pyridin-3-yl)methanol (XXIII) (4.05 Kg, 8.6 mol) in DCM (97 L) was added a solution of KBr (205 g, 1.72 mol) in water (4 L). The solution was cooled to 0° C. before adding TEMPO (107.5 g, 688 mmol) and stirring for 30 min. To this solution was added a solution of KHCO3 (10.8 Kg, 107.4 mol) and aqueous 7% NaClO (13.4 L) in water (40 L). The reaction was stirred at 0° C. for 18 hours. A solution of Na2S2O3*5H2O (1.4 Kg, 5.7 mol) in water (9.1 L)...